This data is from the Open Reaction Database (ORD), a public repository of structured organic reaction records. The task is: describe an organic reaction: reactants, conditions, products, and yield The reactants are O=C1CCCC(=O)O1, COCCOC, CC(C)(C)c1cc(-c2ccccc2N)cc(C(C)(C)C)c1O, O. The product is CC(C)(C)c1cc(-c2ccccc2NC(=O)CCCC(=O)O)cc(C(C)(C)C)c1O. RXN SMILES: [C:23]1(=[O:30])[CH2:24][CH2:25][CH2:26][C:27](=[O:28])[O:29]1.[CH3:31][O:32][CH2:33][CH2:34][O:35][CH3:36].[NH2:1][c:2]1[c:3](-[c:8]2[cH:9][c:10]([C:19]([CH3:20])([CH3:21])[CH3:22])[c:11]([OH:18])[c:12]([C:14]([CH3:15])([CH3:16])[CH3:17])[cH:13]2)[cH:4][cH:5][cH:6][cH:7]1.[OH2:37]>>[NH:1]([c:2]1[c:3](-[c:8]2[cH:9][c:10]([C:19]([CH3:20])([CH3:21])[CH3:22])[c:11]([OH:18])[c:12]([C:14]([CH3:15])([CH3:16])[CH3:17])[cH:13]2)[cH:4][cH:5][cH:6][cH:7]1)[C:23]([CH2:24][CH2:25][CH2:26][C:27](=[O:28])[OH:29])=[O:30]. Reactants: N(=[N+]=[N-])C(C)C1=NC=C(C=C1)F (2-(1-Azidoethyl)-5-fluoropyridine). Reagents/catalysts: [Pd] (Pd). Solvent: CO (methanol). The product is FC=1C=CC(=NC1)C(C)N (1-(5-Fluoropyridin-2-yl)ethanamine). Isolated yield 98.6%. Reaction SMILES: [N:1]([CH:4]([C:6]1[CH:11]=[CH:10][C:9]([F:12])=[CH:8][N:7]=1)[CH3:5])=[N+]=[N-]>CO.[Pd]>[F:12][C:9]1[CH:10]=[CH:11][C:6]([CH:4]([NH2:1])[CH3:5])=[N:7][CH:8]=1. Procedure details: 2-(1-Azidoethyl)-5-fluoropyridine (Method 3; 7.7 g, 46.3 mmol) and Pd (10 wt. %, dry basis, on activated carbon, 2.47 g, 2.32 mmol) in methanol (20 ml) was placed under H2 for 4 hours. The reaction was then evacuated, flushed with N2, filtered, washed with MeOH (3×30 ml), and concentrated to give the title compound as pale yellow oil (6.40 g, 99%). 1H NMR (400 MHz) 8.45 (d, J=2.8 Hz, 1H), 7.67 (ddd, J=2.8, 2.8 and 2.8 Hz, 1H), 7.54 (m, 1H), 4.01 (q, J=6.8 Hz, 1H), 1.97 (b, 2H), 1.27 (d, J=6.8 Hz...